This data is from the Open Reaction Database (ORD), a public repository of structured organic reaction records. The task is: describe an organic reaction: reactants, conditions, products, and yield Starting materials: COc1cccc2c1nc(C(F)F)n2-c1nc(Cl)nc(N2CCOCC2)n1, CN(C)C=O, CC(C)(C)OC(=O)N1CCC(NCCCO)CC1. Yields the product COc1cccc2c1nc(C(F)F)n2-c1nc(N2CCOCC2)nc(N(CCCO)C2CCN(C(=O)OC(C)(C)C)CC2)n1. As a reaction SMILES: [Cl:1][c:2]1[n:3][c:4](-[n:14]2[c:15]([CH:25]([F:26])[F:27])[n:16][c:17]3[c:18]2[cH:19][cH:20][cH:21][c:22]3[O:23][CH3:24])[n:5][c:6]([N:8]2[CH2:9][CH2:10][O:11][CH2:12][CH2:13]2)[n:7]1.[O:46]=[CH:47][N:48]([CH3:49])[CH3:50].[OH:28][CH2:29][CH2:30][CH2:31][NH:32][CH:33]1[CH2:34][CH2:35][N:36]([C:39](=[O:40])[O:41][C:42]([CH3:43])([CH3:44])[CH3:45])[CH2:37][CH2:38]1>>[c:2]1([N:32]([CH2:31][CH2:30][CH2:29][OH:28])[CH:33]2[CH2:34][CH2:35][N:36]([C:39](=[O:40])[O:41][C:42]([CH3:43])([CH3:44])[CH3:45])[CH2:37][CH2:38]2)[n:3][c:4](-[n:14]2[c:15]([CH:25]([F:26])[F:27])[n:16][c:17]3[c:18]2[cH:19][cH:20][cH:21][c:22]3[O:23][CH3:24])[n:5][c:6]([N:8]2[CH2:9][CH2:10][O:11][CH2:12][CH2:13]2)[n:7]1. Starting materials: [H][H] (hydrogen), [H][H] (hydrogen), O=C1NC2=C(CCN1C1CCN(CC1)C(=O)O[C@@H](C(N1CCN(CC1)C1CCOCC1)=O)CC1=CC(=C(C(=C1)C)OCC1=CC=CC=C1)Cl)C=CC=C2 ((R)-1-(4-benzyloxy-3-chloro-5-methyl-benzyl)-2-oxo-2-[4-(tetrahydropyran-4-yl)-piperazin-1-yl]-ethyl 4-(2-oxo-1,2,4,5-tetrahydro-1,3-benzodiazepin-3-yl)-piperidine-1-carboxylate). The reagents and catalysts are [Pd] (Pd/C). Solvent: CO (MeOH), C(C)N(CC)CC (triethylamine). Yields the product O=C1NC2=C(CCN1C1CCN(CC1)C(=O)O[C@@H](C(N1CCN(CC1)C1CCOCC1)=O)CC1=CC(=C(C=C1)O)C)C=CC=C2 ((R)-1-(4-hydroxy-3-methyl-benzyl)-2-oxo-2-[4-(tetrahydropyran-4-yl)-piperazin-1-yl]-ethyl 4-(2-oxo-1,2,4,5-tetrahydro-1,3-benzodiazepin-3-yl)-piperidine-1-carboxylate). Reaction SMILES: [O:1]=[C:2]1[N:8]([CH:9]2[CH2:14][CH2:13][N:12]([C:15]([O:17][C@H:18]([CH2:33][C:34]3[CH:39]=[C:38]([CH3:40])[C:37]([O:41]CC4C=CC=CC=4)=[C:36](Cl)[CH:35]=3)[C:19](=[O:32])[N:20]3[CH2:25][CH2:24][N:23]([CH:26]4[CH2:31][CH2:30][O:29][CH2:28][CH2:27]4)[CH2:22][CH2:21]3)=[O:16])[CH2:11][CH2:10]2)[CH2:7][CH2:6][C:5]2[CH:50]=[CH:51][CH:52]=[CH:53][C:4]=2[NH:3]1.[H][H]>CO.C(N(CC)CC)C.[Pd]>[O:1]=[C:2]1[N:8]([CH:9]2[CH2:14][CH2:13][N:12]([C:15]([O:17][C@H:18]([CH2:33][C:34]3[CH:35]=[CH:36][C:37]([OH:41])=[C:38]([CH3:40])[CH:39]=3)[C:19](=[O:32])[N:20]3[CH2:21][CH2:22][N:23]([CH:26]4[CH2:27][CH2:28][O:29][CH2:30][CH2:31]4)[CH2:24][CH2:25]3)=[O:16])[CH2:11][CH2:10]2)[CH2:7][CH2:6][C:5]2[CH:50]=[CH:51][CH:52]=[CH:53][C:4]=2[NH:3]1. Reported procedure: A suspension of 108 mg (0.15 mmol) (R)-1-(4-benzyloxy-3-chloro-5-methyl-benzyl)-2-oxo-2-[4-(tetrahydropyran-4-yl)-piperazin-1-yl]-ethyl 4-(2-oxo-1,2,4,5-tetrahydro-1,3-benzodiazepin-3-yl)-piperidine-1-carboxylate and 30 mg 10% Pd/C in 10 mL MeOH and 0.5 mL triethylamine was hydrogenated at RT and 3000 hPa hydrogen pressure until the theoretical amount of hydrogen had been taken up. The catalyst was filtered off, the residue was dissolved in 1 mL DMF and purified by HPLC. The fractions containing... The reactants are FC(C=1C=C(C=C(C1)C(F)(F)F)CO[C@@H]1[C@@H](NCCC1)C1=CC=CC=C1)(F)F ((+)-cis-3-((3,5-bis(trifluoromethyl) phenyl)methyloxy)-2-phenyl piperidine), Cl.FC(C=1C=C(C=C(C1)C(F)(F)F)CO[C@@H]1[C@@H](NCCC1)C1=CC=CC=C1)(F)F ((+)-cis-3((3,5- Bis(trifluoromethyl)phenyl)methyloxy)-2-phenylpiperidine hydrochloride salt). Reaction conditions: temperature 23 celsius, time 3 hour. The product is C(C)(=O)N1[C@H]([C@H](CCC1)OCC1=CC(=CC(=C1)C(F)(F)F)C(F)(F)F)C1=CC=CC=C1 ((2S,3S)-1-Acetyl-3-((3,5-bis(trifluoromethyl) phenyl)methyloxy)-2-phenyl piperidine). Reaction SMILES: [F:1][C:2]([F:28])([F:27])[C:3]1[CH:4]=[C:5]([CH2:13][O:14][C@H:15]2[CH2:20][CH2:19][CH2:18][NH:17][C@H:16]2[C:21]2[CH:26]=[CH:25][CH:24]=[CH:23][CH:22]=2)[CH:6]=[C:7]([C:9]([F:12])([F:11])[F:10])[CH:8]=1.Cl.FC(F)(F)C1C=[C:34]([CH2:42][O:43][C@H]2CCCN[C@H]2C2C=CC=CC=2)C=C(C(F)(F)F)C=1>>[C:42]([N:17]1[CH2:18][CH2:19][CH2:20][C@H:15]([O:14][CH2:13][C:5]2[CH:4]=[C:3]([C:2]([F:27])([F:1])[F:28])[CH:8]=[C:7]([C:9]([F:12])([F:10])[F:11])[CH:6]=2)[C@@H:16]1[C:21]1[CH:26]=[CH:25][CH:24]=[CH:23][CH:22]=1)(=[O:43])[CH3:34] |f:1.2|. Procedure: To a solution of (+)-cis-3-((3,5-bis(trifluoromethyl) phenyl)methyloxy)-2-phenyl piperidine prepared from hydrochloride salt (Example 5, 1.0 g) by partitioning between aqueous sodium carbonate and dichloromethane) in dry dichloromethane (5 ml) was added pyridine (0.67 ml), acetic anhydride (0.79 ml) and 4,4-dimethylamine pyridine (10 mg). After the solution had been stirred for 3 h at 23° C., saturated sodium bicarbonate solution was added and the organic phase dried (MgSO4), evaporated in vacuo... The reactants are FC1=C2C(C(=CN(C2=C(C=C1)OCCC)CC(NCCN1CCOCC1)=O)C1=CC=C(OCC(=O)OCC)C=C1)=O (Ethyl (4-{5-fluoro-1-[(2-morpholin-4-yl-ethylcarbamoyl) methyl]-4-oxo-8-propoxy-1,4-dihydroquinolin-3-yl}phenoxy)acetate), N.CO (ammonia methanol). Run at temperature 70 celsius, time 43 hour. Yields the product FC1=C2C(C(=CN(C2=C(C=C1)OCCC)CC(NCCN1CCOCC1)=O)C1=CC=C(OCC(=O)N)C=C1)=O (2-(4-{5-fluoro-1-[(2-morpholin-4-yl-ethylcarbamoyl)methyl]-4-oxo-8-propoxy-1,4-dihydroquinolin-3-yl}phenoxy)acetamide). The yield is 35.0%. Reaction SMILES: [F:1][C:2]1[CH:11]=[CH:10][C:9]([O:12][CH2:13][CH2:14][CH3:15])=[C:8]2[C:3]=1[C:4](=[O:41])[C:5]([C:28]1[CH:40]=[CH:39][C:31]([O:32][CH2:33][C:34]([O:36]CC)=O)=[CH:30][CH:29]=1)=[CH:6][N:7]2[CH2:16][C:17](=[O:27])[NH:18][CH2:19][CH2:20][N:21]1[CH2:26][CH2:25][O:24][CH2:23][CH2:22]1.[NH3:42].CO>>[F:1][C:2]1[CH:11]=[CH:10][C:9]([O:12][CH2:13][CH2:14][CH3:15])=[C:8]2[C:3]=1[C:4](=[O:41])[C:5]([C:28]1[CH:29]=[CH:30][C:31]([O:32][CH2:33][C:34]([NH2:42])=[O:36])=[CH:39][CH:40]=1)=[CH:6][N:7]2[CH2:16][C:17](=[O:27])[NH:18][CH2:19][CH2:20][N:21]1[CH2:26][CH2:25][O:24][CH2:23][CH2:22]1 |f:1.2|. Procedure details: Ethyl (4-{5-fluoro-1-[(2-morpholin-4-yl-ethylcarbamoyl) methyl]-4-oxo-8-propoxy-1,4-dihydroquinolin-3-yl}phenoxy)acetate (300 mg) was added to a 7N ammonia-methanol solution (15 ml) and then stirred at 70° C. for 43 hours. The mixture was cooled to room temperature and concentrated under reduced pressure. The residue was purified using silica gel column chromatography (dichloromethane:methanol=50:1→9:1→ethyl acetate:methanol=10:1). The purified product was concentrated under reduced pressure, an... Reactants: C([O-])(O)=O.[Na+] (sodium bicarbonate), C(C1=CC=CC=C1)N(C(=O)NC=1C=CC2=C(C(=NCC(N2C)=O)C2=C(C=CC=C2)F)C1)CCOC(C)(C)C (1-benzyl-1-(2-tert.butoxyethyl)-3-[5-(o-fluorophenyl)-2,3-dihydro-1-methyl-2-oxo-1H-1,4-benzodiazepin-7-yl]urea), solution, Br (hydrogen bromide). The solvent is C(C)(=O)O (acetic acid). Run at time 3 day. Yields the product C(C)(=O)OCCNC(=O)NC=1C=CC2=C(C(=NCC(N2C)=O)C2=C(C=CC=C2)F)C1 (2-[3-[5-(o-fluorophenyl)-2,3-dihydro-1-methyl-2-oxo-1H-1,4-benzodiazepin-7-yl]ureido]ethyl acetate). As a reaction SMILES: C([N:8]([CH2:32][CH2:33][O:34][C:35]([CH3:38])(C)C)[C:9]([NH:11][C:12]1[CH:13]=[CH:14][C:15]2[N:21]([CH3:22])[C:20](=[O:23])[CH2:19][N:18]=[C:17]([C:24]3[CH:29]=[CH:28][CH:27]=[CH:26][C:25]=3[F:30])[C:16]=2[CH:31]=1)=[O:10])C1C=CC=CC=1.Br.C(=O)(O)[O-:41].[Na+]>C(O)(=O)C>[C:35]([O:34][CH2:33][CH2:32][NH:8][C:9]([NH:11][C:12]1[CH:13]=[CH:14][C:15]2[N:21]([CH3:22])[C:20](=[O:23])[CH2:19][N:18]=[C:17]([C:24]3[CH:29]=[CH:28][CH:27]=[CH:26][C:25]=3[F:30])[C:16]=2[CH:31]=1)=[O:10])(=[O:41])[CH3:38] |f:2.3|. Procedure details: 200 mg (0.4 mM) of 1-benzyl-1-(2-tert.butoxyethyl)-3-[5-(o-fluorophenyl)-2,3-dihydro-1-methyl-2-oxo-1H-1,4-benzodiazepin-7-yl]urea are heated on a steam-bath for 10 minutes in 3 ml of a 33% solution of hydrogen bromide in glacial acetic acid and then left to stand at room temperature for 3 days. The mixture is neutralised with sodium bicarbonate and extracted several times with methylene chloride. The methylene chloride extracts are combined, dried over sodium sulphate, filtered and concentrated... Reactants: C(C1=CC=CC=C1)OCCCN1C(C(C2=NC(=CC=C21)OC)(Br)Br)=O (1-[3-(Benzyloxy)propyl]-3,3-dibromo-5-methoxy-1,3-dihydro-2H-pyrrolo[3,2-b]pyridin-2-one). The reagents and catalysts are [Zn] (zinc). Run in C(C)(=O)O (acetic acid). Reaction conditions: time 5 hour. Product: C(C1=CC=CC=C1)OCCCN1C(CC2=NC(=CC=C21)OC)=O (1-[3-(Benzyloxy)propyl]-5-methoxy-1,3-dihydro-2H-pyrrolo[3,2-b]-pyridin-2-one). As a reaction SMILES: [CH2:1]([O:8][CH2:9][CH2:10][CH2:11][N:12]1[C:20]2[C:15](=[N:16][C:17]([O:21][CH3:22])=[CH:18][CH:19]=2)[C:14](Br)(Br)[C:13]1=[O:25])[C:2]1[CH:7]=[CH:6][CH:5]=[CH:4][CH:3]=1>C(O)(=O)C.[Zn]>[CH2:1]([O:8][CH2:9][CH2:10][CH2:11][N:12]1[C:20]2[C:15](=[N:16][C:17]([O:21][CH3:22])=[CH:18][CH:19]=2)[CH2:14][C:13]1=[O:25])[C:2]1[CH:7]=[CH:6][CH:5]=[CH:4][CH:3]=1. Reported procedure: Under argon and at room temperature, 1.10 g (16.8 mmol) of powdered zinc are added in portions to 789 mg (1.68 mmol) of the compound obtained in Step B dissolved in 15 ml of acetic acid. After 5 hours' stirring at room temperature, the reaction mixture is filtered using a Büchner funnel, evaporated to dryness and then coevaporated in the presence of toluene. The residue, which is taken up in ethyl acetate, is washed several times with water. The organic phase is dried over magnesium sulphate, fi... Starting materials: C(C)(C)N(C(CC(C)=O)=O)C(C)C (N,N-diisopropyl-3-oxobutyramide), [OH-].[Na+] (NaOH), [Cl-].C1(=CC=CC=C1)[N+]#N (phenyldiazonium chloride). The solvent is O (water). Yields the product C(C)(C)N(C(C(C(C)=O)=NNC1=CC=CC=C1)=O)C(C)C (N,N-Diisopropyl-2-phenylhydrazono-3-oxobutyramide). Isolated yield 68.2%. Reaction SMILES: [CH:1]([N:4]([CH:11]([CH3:13])[CH3:12])[C:5](=[O:10])[CH2:6][C:7](=[O:9])[CH3:8])([CH3:3])[CH3:2].[OH-].[Na+].[Cl-].[C:17]1([N+:23]#[N:24])[CH:22]=[CH:21][CH:20]=[CH:19][CH:18]=1>O>[CH:11]([N:4]([CH:1]([CH3:2])[CH3:3])[C:5](=[O:10])[C:6](=[N:24][NH:23][C:17]1[CH:22]=[CH:21][CH:20]=[CH:19][CH:18]=1)[C:7](=[O:9])[CH3:8])([CH3:13])[CH3:12] |f:1.2,3.4|. Procedure: 7.0 g (0.038 mol) of N,N-diisopropyl-3-oxobutyramide, a solution of 5.3 g (0.133 mol) of NaOH in 58 ml of water and 0.04 mol of phenyldiazonium chloride were treated as described in preparation 8. The crude reaction mixture was purified by chromatography on silica gel (hexane/Et2O 95:5) obtaining 7.5 g of the title compound which was used as such in the subsequent step. M.p.=143°-145° C.